This data is from the Open Reaction Database (ORD), a public repository of structured organic reaction records. The task is: describe an organic reaction: reactants, conditions, products, and yield Reactants: [BH4-].[Na+] (sodium borohydride), C(=O)(OC)C1C2CC[C@@H](CC1=O)N2C ((1RS,2RS)-2-carbomethoxy-3-tropanone), Cl (hydrochloric acid). The solvent is C(C)O (ethanol), CO (methanol). Conditions: time 4 hour. Product: Cl.C(=O)(OC)C1C2CC[C@@H](CC1O)N2C ((1RS,2RS,3RS)-2-Carbomethoxy-3-hydroxy-tropane, hydrochloride). As a reaction SMILES: [C:1]([CH:5]1[C:11](=[O:12])[CH2:10][C@H:9]2[N:13]([CH3:14])[CH:6]1[CH2:7][CH2:8]2)([O:3][CH3:4])=[O:2].[BH4-].[Na+].[ClH:17]>CO.C(O)C>[ClH:17].[C:1]([CH:5]1[CH:11]([OH:12])[CH2:10][C@H:9]2[N:13]([CH3:14])[CH:6]1[CH2:7][CH2:8]2)([O:3][CH3:4])=[O:2] |f:1.2,6.7|. Procedure: To a solution of (1RS,2RS)-2-carbomethoxy-3-tropanone (17 g, 85 mmol) in 750 ml methanol cooled to -35° C. was added sodium borohydride (17 g, 450 mmol) and the mixture was stirred for 4 hours. The cooled solution was quenched by slow addition of concentrated hydrochloric acid (40 ml) and the mixture was concentrated in vacuo. Water (400 ml) was added and the pH was adjusted to 3 by addition of concentrated hydrochloric acid. After having washed the water phase three times with diethyl ether pH ... Reactants: CO, [N-]=[N+]=NCc1cc2ccccc2o1, [OH-], [OH-], [Pd+2]. The product is NCc1cc2ccccc2o1. As a reaction SMILES: [CH3:14][OH:15].[N:1](=[N+:2]=[N-:3])[CH2:4][c:5]1[o:6][c:7]2[c:8]([cH:9]1)[cH:10][cH:11][cH:12][cH:13]2.[OH-:16].[OH-:17].[Pd+2:18]>>[NH2:1][CH2:4][c:5]1[o:6][c:7]2[c:8]([cH:9]1)[cH:10][cH:11][cH:12][cH:13]2. Reactants: COC(C(C)OC1=C2C(=C(C(=NC2=C(C=C1)F)OC(F)F)CC1=C(C=C(C=C1)Cl)Cl)C)=O (2-[3-(2,4-dichlorobenzyl)-2-difluoromethoxy-8-fluoro-4-methylquinolin-5-yloxy]propionic acid methyl ester), CO (methanol), [OH-].[Li+] (lithium hydroxide). Solvent: O (water). Reaction conditions: time 24 hour. Product: ClC1=C(CC=2C(=NC3=C(C=CC(=C3C2C)OC(C(=O)O)C)F)OC(F)F)C=CC(=C1)Cl (2-[3-(2,4-dichlorobenzyl)-2-difluoromethoxy-8-fluoro-4-methylquinolin-5-yloxy]propionic Acid). RXN SMILES: C[O:2][C:3](=[O:32])[CH:4]([O:6][C:7]1[CH:16]=[CH:15][C:14]([F:17])=[C:13]2[C:8]=1[C:9]([CH3:31])=[C:10]([CH2:22][C:23]1[CH:28]=[CH:27][C:26]([Cl:29])=[CH:25][C:24]=1[Cl:30])[C:11]([O:18][CH:19]([F:21])[F:20])=[N:12]2)[CH3:5].CO.[OH-].[Li+]>O>[Cl:30][C:24]1[CH:25]=[C:26]([Cl:29])[CH:27]=[CH:28][C:23]=1[CH2:22][C:10]1[C:11]([O:18][CH:19]([F:20])[F:21])=[N:12][C:13]2[C:8]([C:9]=1[CH3:31])=[C:7]([O:6][CH:4]([CH3:5])[C:3]([OH:32])=[O:2])[CH:16]=[CH:15][C:14]=2[F:17] |f:2.3|. Procedure details: A mixture of 2-[3-(2,4-dichlorobenzyl)-2-difluoromethoxy-8-fluoro-4-methylquinolin-5-yloxy]propionic acid methyl ester (0.15 g), methanol (5.0 mL), water (0.2 mL) and 5.0 M aqueous lithium hydroxide solution (0.090 mL) was stirred at room temperature for 24 hours. The mixture was filtered and the filtrate was concentrated under reduced pressure. The residue was acidified by the addition of glacial acetic acid and the resulting precipitate collected by filtration, washed with water and a mixture ... Reactants: C1(CCCCC1)NC1CCCCC1.C(#N)C(CCCCCC(=O)O)C (7-cyanooctanoic acid dicyclohexylamine salt), molar solution, S(=O)(=O)(O)[O-].[Na+] (sodium hydrogen sulphate), C(C)OCC (diethyl ether), Cl.NC(C(=O)C1=CC=C(C=C1)Cl)C1=CC=C(C=C1)Cl (2-amino-1,2-bis(4-chlorophenyl)ethanone hydrochloride). The solvent is ClCCl (dichloromethane), N1=CC=CC=C1 (pyridine). Conditions: temperature 20 celsius, time 15 minute. Yields the product ClC1=CC=C(C=C1)C(C(NC(CCCCCC(C)C#N)=O)C1=CC=C(C=C1)Cl)=O ((RS)-1,2-bis(4-chlorophenyl)-2-(7-cyanooctanamido)ethanone). The yield is 79.7%. RXN SMILES: C1(NC2CCCCC2)CCCCC1.[C:14]([CH:16]([CH3:25])[CH2:17][CH2:18][CH2:19][CH2:20][CH2:21][C:22]([OH:24])=O)#[N:15].S([O-])(O)(=O)=O.[Na+].C(OCC)C.Cl.[NH2:38][CH:39]([C:49]1[CH:54]=[CH:53][C:52]([Cl:55])=[CH:51][CH:50]=1)[C:40]([C:42]1[CH:47]=[CH:46][C:45]([Cl:48])=[CH:44][CH:43]=1)=[O:41]>ClCCl.N1C=CC=CC=1>[Cl:48][C:45]1[CH:44]=[CH:43][C:42]([C:40](=[O:41])[CH:39]([C:49]2[CH:54]=[CH:53][C:52]([Cl:55])=[CH:51][CH:50]=2)[NH:38][C:22](=[O:24])[CH2:21][CH2:20][CH2:19][CH2:18][CH2:17][CH:16]([C:14]#[N:15])[CH3:25])=[CH:47][CH:46]=1 |f:0.1,2.3,5.6|. Procedure: 8.2 g of 7-cyanooctanoic acid dicyclohexylamine salt are added to a mixture of 26 cm3 of a molar solution of sodium hydrogen sulphate and 60 cm3 of diethyl ether. The mixture is stirred for 15 minutes at 20° C. and the organic phase is then separated. The latter is dried over magnesium sulphate and filtered and the solvent is evaporated off under reduced pressure. The residue is treated with 13.2 g of thionyl chloride and heated to 50° C. for 3 hours. The mixture is concentrated under reduced pr... Starting materials: C(=O)NC=1SC=C(N1)C(C(=O)NC1[C@@H]2N(C(=C(CS2)Cl)C(=O)O)C1=O)=NOCCCC (7-[2-(2 -formamidothiazol-4-yl)-2-butoxyiminoacetamido]-3-chloro-3-cephem-4-carboxylic acid), Cl (hydrochloric acid). Solvent: CO (methanol). Yields the product NC=1SC=C(N1)C(C(=O)NC1[C@@H]2N(C(=C(CS2)Cl)C(=O)O)C1=O)=NOCCCC (7-[2-(2-aminothiazol-4-yl)-2-butoxyiminoacetamido]-3-chloro-3-cephem-4-carboxylic acid). The yield is 97.9%. Reaction SMILES: C([NH:3][C:4]1[S:5][CH:6]=[C:7]([C:9](=[N:26][O:27][CH2:28][CH2:29][CH2:30][CH3:31])[C:10]([NH:12][CH:13]2[C:24](=[O:25])[N:15]3[C:16]([C:21]([OH:23])=[O:22])=[C:17]([Cl:20])[CH2:18][S:19][C@H:14]23)=[O:11])[N:8]=1)=O.Cl>CO>[NH2:3][C:4]1[S:5][CH:6]=[C:7]([C:9](=[N:26][O:27][CH2:28][CH2:29][CH2:30][CH3:31])[C:10]([NH:12][CH:13]2[C:24](=[O:25])[N:15]3[C:16]([C:21]([OH:23])=[O:22])=[C:17]([Cl:20])[CH2:18][S:19][C@H:14]23)=[O:11])[N:8]=1. Procedure: A mixture of 7-[2-(2 -formamidothiazol-4-yl)-2-butoxyiminoacetamido]-3-chloro-3-cephem-4-carboxylic acid (syn isomer, 1.3 g.), conc. hydrochloric acid (1.3 ml.) and methanol (20 ml.) was treated in a similar manner to that of Example 21-(3) to give 7-[2-(2-aminothiazol-4-yl)-2-butoxyiminoacetamido]-3-chloro-3-cephem-4-carboxylic acid (syn isomer, 1.2 g.), pale yellow powder. The reactants are CNC, CO, Cl, N#C[K], O=CC1CCC2(CC1)OCCO2. Yields the product CN(C)C(C#N)C1CCC2(CC1)OCCO2. Reaction SMILES: [CH3:1][NH:2][CH3:3].[CH3:20][OH:21].[ClH:19].[K:16][C:17]#[N:18].[O:4]1[CH2:5][CH2:6][O:7][C:8]12[CH2:9][CH2:10][CH:11]([CH:14]=[O:15])[CH2:12][CH2:13]2>>[CH3:1][N:2]([CH3:3])[CH:14]([CH:11]1[CH2:10][CH2:9][C:8]2([O:4][CH2:5][CH2:6][O:7]2)[CH2:13][CH2:12]1)[C:17]#[N:18]. Reactants: COC[C@H]1C[C@H](N(C1)C(=O)OC(C)(C)C)C1=NC2=C(N1)C1=CC3=C(C=C1C=C2)C2=CC=C(C=C2CO3)B3OC(C(O3)(C)C)(C)C (Tert-butyl (2S,4S)-4-(methoxymethyl)-2-[9-(4,4,5,5-tetramethyl-1,3,2-dioxaborolan-2-yl)-1,11-dihydroisochromeno[4′,3′:6,7]naphtho[1,2-d]imidazol-2-yl]pyrrolidine-1-carboxylate), Cl (HCl). Run in C(C)O (ethanol). Reaction conditions: time 2 hour. Yields the product COCC1CC(NC1)C1=NC2=C(N1)C1=CC3=C(C=C1C=C2)C2=CC=C(C=C2CO3)B3OC(C(O3)(C)C)(C)C (2-[4-(methoxymethyl)pyrrolidin-2-yl]-9-(4,4,5,5-tetramethyl-1,3,2-dioxaborolan-2-yl)-1,11-dihydroisochromeno[4′,3′:6,7]naphtho[1,2-d]imidazole). Reaction SMILES: [CH3:1][O:2][CH2:3][C@@H:4]1[CH2:8][N:7](C(OC(C)(C)C)=O)[C@H:6]([C:16]2[NH:20][C:19]3[C:21]4[C:26]([CH:27]=[CH:28][C:18]=3[N:17]=2)=[CH:25][C:24]2[C:29]3[C:34]([CH2:35][O:36][C:23]=2[CH:22]=4)=[CH:33][C:32]([B:37]2[O:41][C:40]([CH3:43])([CH3:42])[C:39]([CH3:45])([CH3:44])[O:38]2)=[CH:31][CH:30]=3)[CH2:5]1.Cl>C(O)C>[CH3:1][O:2][CH2:3][CH:4]1[CH2:8][NH:7][CH:6]([C:16]2[NH:20][C:19]3[C:21]4[C:26]([CH:27]=[CH:28][C:18]=3[N:17]=2)=[CH:25][C:24]2[C:29]3[C:34]([CH2:35][O:36][C:23]=2[CH:22]=4)=[CH:33][C:32]([B:37]2[O:41][C:40]([CH3:43])([CH3:42])[C:39]([CH3:45])([CH3:44])[O:38]2)=[CH:31][CH:30]=3)[CH2:5]1. Procedure details: Tert-butyl (2S,4S)-4-(methoxymethyl)-2-[9-(4,4,5,5-tetramethyl-1,3,2-dioxaborolan-2-yl)-1,11-dihydroisochromeno[4′,3′:6,7]naphtho[1,2-d]imidazol-2-yl]pyrrolidine-1-carboxylate (310 mg, 0.507 mmol) was treated with 2 mL 1.25N HCl in ethanol and stirred at room temperature for 2 h then at 50° C. for 2 h. The reaction mixture was concentrated under reduced pressure to give a dark yellow solid that was directly in the next step. Yields the product CCc1nc2ccccc2n1-c1nc(N2CCOCC2)c2nc(CN3CC(CN(C)C4COC4)C3)n(C)c2n1. Starting materials: CC(=O)O[BH-](OC(C)=O)OC(C)=O, CCc1nc2ccccc2n1-c1nc(N2CCOCC2)c2nc(C=O)n(C)c2n1, ClCCCl, CN(CC1CNC1)C1COC1, [Na+]. Reaction SMILES: [C:41]([O:42][BH-:43]([O:44][C:45](=[O:46])[CH3:47])[O:48][C:49](=[O:50])[CH3:51])(=[O:52])[CH3:53].[CH2:1]([CH3:2])[c:3]1[n:4][c:5]2[c:6]([n:7]1-[c:8]1[n:9][c:10]([N:20]3[CH2:21][CH2:22][O:23][CH2:24][CH2:25]3)[c:11]3[n:12][c:13]([CH:18]=[O:19])[n:14]([CH3:17])[c:15]3[n:16]1)[cH:26][cH:27][cH:28][cH:29]2.[Cl:55][CH2:56][CH2:57][Cl:58].[NH:30]1[CH2:31][CH:32]([CH2:34][N:35]([CH:36]2[CH2:37][O:38][CH2:39]2)[CH3:40])[CH2:33]1.[Na+:54]>>[CH2:1]([CH3:2])[c:3]1[n:4][c:5]2[c:6]([n:7]1-[c:8]1[n:9][c:10]([N:20]3[CH2:21][CH2:22][O:23][CH2:24][CH2:25]3)[c:11]3[n:12][c:13]([CH2:18][N:30]4[CH2:31][CH:32]([CH2:34][N:35]([CH:36]5[CH2:37][O:38][CH2:39]5)[CH3:40])[CH2:33]4)[n:14]([CH3:17])[c:15]3[n:16]1)[cH:26][cH:27][cH:28][cH:29]2.